This data is from the Open Reaction Database (ORD), a public repository of structured organic reaction records. The task is: describe an organic reaction: reactants, conditions, products, and yield Starting materials: CO, Cc1nnc(CCl)o1, Cl, NCCS. Yields the product Cc1nnc(CSCCN)o1. As a reaction SMILES: [CH3:14][OH:15].[CH3:6][c:7]1[o:8][c:9]([CH2:12][Cl:13])[n:10][n:11]1.[ClH:1].[NH2:2][CH2:3][CH2:4][SH:5]>>[NH2:2][CH2:3][CH2:4][S:5][CH2:12][c:9]1[o:8][c:7]([CH3:6])[n:11][n:10]1. The reactants are CC(C)(CO)OCC1CO1, ClCCl, [Na+], O=C([O-])O, CC1(C)C2CCC1(CS(=O)(=O)O)C(=O)C2. The product is CC1(C)COC(CO)CO1. RXN SMILES: [CH3:1][C:2]([CH2:3][OH:4])([CH3:5])[O:6][CH2:7][CH:8]1[O:9][CH2:10]1.[Cl:31][CH2:32][Cl:33].[Na+:30].[O-:26][C:27]([OH:28])=[O:29].[O:11]=[S:12](=[O:13])([OH:14])[CH2:15][C:16]12[CH2:17][CH2:18][CH:19]([C:20]1([CH3:21])[CH3:22])[CH2:23][C:24]2=[O:25]>>[CH3:1][C:2]1([CH3:5])[CH2:3][O:4][CH:8]([CH2:10][OH:9])[CH2:7][O:6]1. Reactants: Nc1cc2c(cc1O)C(F)(F)OC2(F)F, O, O=C(O)c1ccncc1, c1ccncc1. The product is O=C(Nc1cc2c(cc1O)C(F)(F)OC2(F)F)c1ccncc1. Reaction SMILES: [NH2:1][c:2]1[c:3]([OH:15])[cH:4][c:5]2[c:9]([cH:10]1)[C:8]([F:11])([F:12])[O:7][C:6]2([F:13])[F:14].[OH2:31].[OH:16][C:17](=[O:18])[c:19]1[cH:20][cH:21][n:22][cH:23][cH:24]1.[cH:25]1[cH:26][cH:27][n:28][cH:29][cH:30]1>>[NH:1]([c:2]1[c:3]([OH:15])[cH:4][c:5]2[c:9]([cH:10]1)[C:8]([F:11])([F:12])[O:7][C:6]2([F:13])[F:14])[C:17](=[O:16])[c:19]1[cH:20][cH:21][n:22][cH:23][cH:24]1. Starting materials: ClCCl, CC(C)(C)OC(=O)NCC(F)CO, O=C1CCC(=O)N1Br, c1ccc(P(c2ccccc2)c2ccccc2)cc1, c1ccncc1. Product: CC(C)(C)OC(=O)NCC(F)CBr. RXN SMILES: [Cl:47][CH2:48][Cl:49].[F:28][CH:29]([CH2:30][NH:31][C:32]([O:33][C:34]([CH3:35])([CH3:36])[CH3:37])=[O:38])[CH2:39][OH:40].[O:1]=[C:2]1[N:3]([Br:8])[C:4](=[O:5])[CH2:6][CH2:7]1.[c:9]1([P:10]([c:11]2[cH:12][cH:13][cH:14][cH:15][cH:16]2)[c:17]2[cH:18][cH:19][cH:20][cH:21][cH:22]2)[cH:23][cH:24][cH:25][cH:26][cH:27]1.[cH:41]1[cH:42][cH:43][n:44][cH:45][cH:46]1>>[Br:8][CH2:39][CH:29]([F:28])[CH2:30][NH:31][C:32]([O:33][C:34]([CH3:35])([CH3:36])[CH3:37])=[O:38]. The reactants are C1(=CC=CC=C1)P(C1=CC=CC=C1)C1=CC=CC=C1 (Triphenylphosphine), N(=[N+]=[N-])C(C)C=1OC2=C(C1C1=CC=CC=C1)C=CC=C2 (2-(1-azidoethyl)-3-phenylbenzofuran). Solvent: C1CCOC1 (THF), O (water). Run at temperature 60 celsius. The product is C1(=CC=CC=C1)C1=C(OC2=C1C=CC=C2)C(C)N (1-(3-phenylbenzofuran-2-yl)ethanamine). RXN SMILES: C1(P(C2C=CC=CC=2)C2C=CC=CC=2)C=CC=CC=1.[N:20]([CH:23]([C:25]1[O:26][C:27]2[CH:39]=[CH:38][CH:37]=[CH:36][C:28]=2[C:29]=1[C:30]1[CH:35]=[CH:34][CH:33]=[CH:32][CH:31]=1)[CH3:24])=[N+]=[N-]>C1COCC1.O>[C:30]1([C:29]2[C:28]3[CH:36]=[CH:37][CH:38]=[CH:39][C:27]=3[O:26][C:25]=2[CH:23]([NH2:20])[CH3:24])[CH:31]=[CH:32][CH:33]=[CH:34][CH:35]=1. Procedure details: Triphenylphosphine (231 mg, 0.883 mmol) was added to a solution of 2-(1-azidoethyl)-3-phenylbenzofuran (186 mg, 0.706 mmol) in THF (9 mL) and water (1 mL). The mixture was heated at 60° C. for 2 h and then cooled to RT. Volatiles were removed under reduced pressure and the resulting residue was purified by column chromatography (Si—PCC, gradient 0-10% MeOH in EtOAc) affording 1-(3-phenylbenzofuran-2-yl)ethanamine as an oil (327 mg, quantitative). LCMS: RT 2.21 min [M−NH2]+ 221.1